describe an organic reaction: reactants, conditions, products, and yield From a dataset of the Open Reaction Database (ORD), a public repository of structured organic reaction records. Starting materials: FC=1C=C(OCCN(C)C)C=CC1[N+](=O)[O-] ([2-(3-fluoro-4-nitro-phenoxy)-ethyl]-dimethyl-amine), C1(=CC=CC=C1)O (phenol), C([O-])([O-])=O.[K+].[K+] (potassium carbonate). Solvent: CN(C)C=O (DMF). Reaction conditions: temperature 110 celsius, time 4 hour. Yields the product CN(CCOC1=CC(=C(C=C1)[N+](=O)[O-])OC1=CC=CC=C1)C (Dimethyl-[2-(4-nitro-3-phenoxy-phenoxy)-ethyl]-amine). The yield is 84.0%. Reaction SMILES: F[C:2]1[CH:3]=[C:4]([CH:11]=[CH:12][C:13]=1[N+:14]([O-:16])=[O:15])[O:5][CH2:6][CH2:7][N:8]([CH3:10])[CH3:9].[C:17]1([OH:23])[CH:22]=[CH:21][CH:20]=[CH:19][CH:18]=1.C(=O)([O-])[O-].[K+].[K+]>CN(C=O)C>[CH3:9][N:8]([CH3:10])[CH2:7][CH2:6][O:5][C:4]1[CH:11]=[CH:12][C:13]([N+:14]([O-:16])=[O:15])=[C:2]([O:23][C:17]2[CH:22]=[CH:21][CH:20]=[CH:19][CH:18]=2)[CH:3]=1 |f:2.3.4|. Reported procedure: A mixture of [2-(3-fluoro-4-nitro-phenoxy)-ethyl]-dimethyl-amine (2.8 g, 12 mmol) and phenol (1.4 g, 15 mmol) in DMF (100 mL) was treated with potassium carbonate (3.4 g, 25 mmol) and the mixture heated at 110° C. under N2 with stirring. After 4 hours, the mixture was cooled to ambient temperature. The mixture was evaporated in vacuo, and the residue was partitioned between ethyl acetate (100 mL) and water (100 mL), and the aqueous phase was extracted with ethyl acetate (100 mL). The combined or... Reactants: Cc1ccccc1, Clc1ncnc2c1cnn2C1CCCCO1, OCC(O)CN1CCN(C(c2ccc(F)cc2)c2ccc(F)cc2)CC1, [K+], C1COCCOCCOCCOCCOCCO1, [OH-]. Yields the product OC(COc1ncnc2c1cnn2C1CCCCO1)CN1CCN(C(c2ccc(F)cc2)c2ccc(F)cc2)CC1. As a reaction SMILES: [CH3:63][c:64]1[cH:65][cH:66][cH:67][cH:68][cH:69]1.[Cl:27][c:28]1[c:29]2[c:30]([n:31][cH:32][n:33]1)[n:34]([CH:37]1[O:38][CH2:39][CH2:40][CH2:41][CH2:42]1)[n:35][cH:36]2.[F:1][c:2]1[cH:3][cH:4][c:5]([CH:8]([N:9]2[CH2:10][CH2:11][N:12]([CH2:15][CH:16]([CH2:17][OH:18])[OH:19])[CH2:13][CH2:14]2)[c:20]2[cH:21][cH:22][c:23]([F:26])[cH:24][cH:25]2)[cH:6][cH:7]1.[K+:44].[O:45]1[CH2:46][CH2:47][O:48][CH2:49][CH2:50][O:51][CH2:52][CH2:53][O:54][CH2:55][CH2:56][O:57][CH2:58][CH2:59][O:60][CH2:61][CH2:62]1.[OH-:43]>>[F:1][c:2]1[cH:3][cH:4][c:5]([CH:8]([N:9]2[CH2:10][CH2:11][N:12]([CH2:15][CH:16]([CH2:17][O:18][c:28]3[c:29]4[c:30]([n:31][cH:32][n:33]3)[n:34]([CH:37]3[O:38][CH2:39][CH2:40][CH2:41][CH2:42]3)[n:35][cH:36]4)[OH:19])[CH2:13][CH2:14]2)[c:20]2[cH:21][cH:22][c:23]([F:26])[cH:24][cH:25]2)[cH:6][cH:7]1. The reactants are O=C([O-])[O-], CCOC(=O)c1sc2ccc(OCC3CO3)c(OC=O)c2c1Cl, [K+], [K+], C1CCOC1, O. Product: CCOC(=O)c1sc2ccc3c(c2c1Cl)OC(CO)CO3. RXN SMILES: [C:1](=[O:2])([O-:3])[O-:4].[Cl:7][c:8]1[c:9]2[c:10]([s:11][c:12]1[C:13](=[O:14])[O:15][CH2:16][CH3:17])[cH:18][cH:19][c:20]([O:25][CH2:26][CH:27]1[CH2:28][O:29]1)[c:21]2[O:22][CH:23]=[O:24].[K+:5].[K+:6].[O:31]1[CH2:32][CH2:33][CH2:34][CH2:35]1.[OH2:30]>>[Cl:7][c:8]1[c:9]2[c:10]([s:11][c:12]1[C:13](=[O:14])[O:15][CH2:16][CH3:17])[cH:18][cH:19][c:20]1[c:21]2[O:22][CH:27]([CH2:28][OH:29])[CH2:26][O:25]1.